From a dataset of the Open Reaction Database (ORD), a public repository of structured organic reaction records. describe an organic reaction: reactants, conditions, products, and yield Reactants: CC(=O)O, Cc1c(O)cc(O)nc1Cl, O=[N+]([O-])O. Yields the product Cc1c(Cl)nc(O)c([N+](=O)[O-])c1O. RXN SMILES: [CH3:15][C:16](=[O:17])[OH:18].[Cl:1][c:2]1[c:3]([CH3:10])[c:4]([OH:9])[cH:5][c:6]([OH:8])[n:7]1.[OH:11][N+:12]([O-:13])=[O:14]>>[Cl:1][c:2]1[c:3]([CH3:10])[c:4]([OH:9])[c:5]([N+:12](=[O:11])[O-:13])[c:6]([OH:8])[n:7]1. Starting materials: quartz, CO (methanol), [OH-].[Na+] (NaOH), Quartz, O1COC2=C1C=CC(=C2)C=2C(OC(C2CC2=CC(=C(C(=C2)OC)OC)OC)(C2=CC=C(C=C2)OC)O)=O (3-benzo[1,3]dioxol-5-yl-5-hydroxy-5-(4-methoxyphenyl)-4-(3,4,5-trimethoxy-benzyl)-5H-furan-2-one). Solvent: O (water). Product: O1COC2=C1C=CC(=C2)/C(/C(=O)O)=C(\C(=O)C2=CC=C(C=C2)OC)/CC2=CC(=C(C(=C2)OC)OC)OC ((E)-2-Benzo[1,3]dioxol-5-yl-4-(4-methoxy-phenyl)-4-oxo-3-(3,4,5-trimethoxy-benzyl)-but-2-enoic acid). Yield: 9.0%. Reaction SMILES: CO.[OH-].[Na+].[O:5]1[C:9]2[CH:10]=[CH:11][C:12]([C:14]3[C:15](=[O:41])[O:16][C:17]([OH:40])([C:32]4[CH:37]=[CH:36][C:35]([O:38][CH3:39])=[CH:34][CH:33]=4)[C:18]=3[CH2:19][C:20]3[CH:25]=[C:24]([O:26][CH3:27])[C:23]([O:28][CH3:29])=[C:22]([O:30][CH3:31])[CH:21]=3)=[CH:13][C:8]=2[O:7][CH2:6]1>O>[O:5]1[C:9]2[CH:10]=[CH:11][C:12](/[C:14](=[C:18](/[CH2:19][C:20]3[CH:21]=[C:22]([O:30][CH3:31])[C:23]([O:28][CH3:29])=[C:24]([O:26][CH3:27])[CH:25]=3)\[C:17]([C:32]3[CH:33]=[CH:34][C:35]([O:38][CH3:39])=[CH:36][CH:37]=3)=[O:40])/[C:15]([OH:41])=[O:16])=[CH:13][C:8]=2[O:7][CH2:6]1 |f:1.2|. Reported procedure: To 150 mL methanol to which 3.95 mL 1.00N NaOH had been added was added 3-benzo[1,3]dioxol-5-yl-5-hydroxy-5-(4-methoxyphenyl)-4-(3,4,5-trimethoxy-benzyl)-5H-furan-2-one 2.00 g (3.95 mmol). The suspension was stirred to give solution and was placed in a 400 mL Pyrex™ beaker and diluted with 150 mL water. The beaker was covered with a quartz evaporating dish (100 mm o.d.×15 mm h., QRD 100; Quartz Scientific, Inc., Fairport Harbor, Ohio). The covered solution was irradiated for 30 hours in an Atlas... Reactants: BrCC1=NC=CC=C1[N+](=O)[O-] (2-bromomethyl-3-nitropyridine), ClC1=C(C=CC=C1)O (2-chlorophenol). Yields the product ClC1=C(OCC2=NC=CC=C2[N+](=O)[O-])C=CC=C1 (2-(2-chlorophenoxymethyl)-3-nitropyridine). The yield is 85.0%. RXN SMILES: Br[CH2:2][C:3]1[C:8]([N+:9]([O-:11])=[O:10])=[CH:7][CH:6]=[CH:5][N:4]=1.[Cl:12][C:13]1[CH:18]=[CH:17][CH:16]=[CH:15][C:14]=1[OH:19]>>[Cl:12][C:13]1[CH:18]=[CH:17][CH:16]=[CH:15][C:14]=1[O:19][CH2:2][C:3]1[C:8]([N+:9]([O-:11])=[O:10])=[CH:7][CH:6]=[CH:5][N:4]=1. Procedure details: In accordance with the same procedures as in Step 3 of Preparation 1, except for using 2-bromomethyl-3-nitropyridine prepared in Step 2 of Preparation 1 and 2-chlorophenol, the titled compound was obtained as yellow oil. (Yield: 85%) Starting materials: CO, Cc1cc(C(=O)O)ccn1, O=S(=O)(O)O. Yields the product COC(=O)c1ccnc(C)c1. As a reaction SMILES: [CH3:11][OH:12].[CH3:1][c:2]1[n:3][cH:4][cH:5][c:6]([C:8](=[O:9])[OH:10])[cH:7]1.[S:13](=[O:14])(=[O:15])([OH:16])[OH:17]>>[CH3:1][c:2]1[n:3][cH:4][cH:5][c:6]([C:8](=[O:9])[O:10][CH3:11])[cH:7]1. The reactants are CI, CCCCCCCCCCCCCCS(=O)(=O)NC(=O)Nc1c(C(C)C)cccc1C(C)C, CC#N, CCOC(C)=O, C1CCC2=NCCCN2CC1. Yields the product CCCCCCCCCCCCCCS(=O)(=O)N(C)C(=O)Nc1c(C(C)C)cccc1C(C)C. As a reaction SMILES: [CH3:1][I:2].[CH3:3][CH:4]([CH3:5])[c:6]1[c:7]([NH:15][C:16](=[O:17])[NH:18][S:19](=[O:20])(=[O:21])[CH2:22][CH2:23][CH2:24][CH2:25][CH2:26][CH2:27][CH2:28][CH2:29][CH2:30][CH2:31][CH2:32][CH2:33][CH2:34][CH3:35])[c:8]([CH:12]([CH3:13])[CH3:14])[cH:9][cH:10][cH:11]1.[CH3:47][C:48]#[N:49].[CH3:50][CH2:51][O:52][C:53]([CH3:54])=[O:55].[N:36]12[CH2:37][CH2:46][CH2:45][CH2:44][CH2:43][C:42]1=[N:41][CH2:40][CH2:39][CH2:38]2>>[CH3:3][CH:4]([CH3:5])[c:6]1[c:7]([NH:15][C:16](=[O:17])[N:18]([S:19](=[O:20])(=[O:21])[CH2:22][CH2:23][CH2:24][CH2:25][CH2:26][CH2:27][CH2:28][CH2:29][CH2:30][CH2:31][CH2:32][CH2:33][CH2:34][CH3:35])[CH3:37])[c:8]([CH:12]([CH3:13])[CH3:14])[cH:9][cH:10][cH:11]1. The reactants are CN1CCC(CC1)C(=O)C1NCCCC1CCC1=CC(=CC=C1)F ((1-methyl-4-piperidinyl)[3-[2-(3-fluorophenyl)ethyl]-2-piperidinyl]methanone), FC(S(=O)(=O)O)(F)F (trifluoromethanesulfonic acid). Yields the product FC=1C=CC2=C(CCC=3C(=NC=CC3)C2=C2CCN(CC2)C)C1 (8-Fluoro-11-(1-methyl-4-piperidylidene)-6,11-dihydro-5H-benzo[5,6]cyclohepta[1,2-b]pyridine). Isolated yield 38.0%. As a reaction SMILES: [CH3:1][N:2]1[CH2:7][CH2:6][CH:5]([C:8]([CH:10]2[CH:15]([CH2:16][CH2:17][C:18]3[CH:23]=[CH:22][CH:21]=[C:20]([F:24])[CH:19]=3)[CH2:14][CH2:13][CH2:12][NH:11]2)=O)[CH2:4][CH2:3]1.FC(F)(F)S(O)(=O)=O>>[F:24][C:20]1[CH:21]=[CH:22][C:23]2[C:8](=[C:5]3[CH2:6][CH2:7][N:2]([CH3:1])[CH2:3][CH2:4]3)[C:10]3=[N:11][CH:12]=[CH:13][CH:14]=[C:15]3[CH2:16][CH2:17][C:18]=2[CH:19]=1. Procedure: A solution of (1-methyl-4-piperidinyl)[3-[2-(3-fluorophenyl)ethyl]-2-piperidinyl]methanone (15.0 g, 0.046 mole) in 74 mL (125.5 g, 0.837 mole) of trifluoromethanesulfonic acid is stirred at ambient temperature for 18 hours. The reaction is quenched with ice-water and the solution made basic with potassium hydroxide. The product is extracted into ethyl acetate. The ethyl acetate solution is filtered to remove insolubles and the filtrate is concentrated to a residue. Following purification by sili... Starting materials: C(C)(C)(C)OC(=O)N[C@@H]1C(N(CC1)NC1CCN(CC1)C1=CC=NC=C1)=O ((3S)-3-(tert-butoxycarbonylamino)-1-[1-(4-pyridyl)-4-piperidinylamino]-2-pyrrolidone), C(=C)C1=CC=C(C=C1)S(=O)(=O)Cl (4-vinylbenzenesulfonyl chloride). Yields the product N1=CC=C(C=C1)N1CCC(CC1)NN1C([C@H](CC1)NS(=O)(=O)C1=CC=C(C=C1)C=C)=O (1-[1-(4-Pridyl)-4-piperidinylamino]-(3S)-3-(4-vinylbenzenesulfonylamino)-2-pyrrolidone). Isolated yield 78.2%. As a reaction SMILES: C(OC([NH:8][C@H:9]1[CH2:13][CH2:12][N:11]([NH:14][CH:15]2[CH2:20][CH2:19][N:18]([C:21]3[CH:26]=[CH:25][N:24]=[CH:23][CH:22]=3)[CH2:17][CH2:16]2)[C:10]1=[O:27])=O)(C)(C)C.[CH:28]([C:30]1[CH:35]=[CH:34][C:33]([S:36](Cl)(=[O:38])=[O:37])=[CH:32][CH:31]=1)=[CH2:29]>>[N:24]1[CH:23]=[CH:22][C:21]([N:18]2[CH2:17][CH2:16][CH:15]([NH:14][N:11]3[CH2:12][CH2:13][C@H:9]([NH:8][S:36]([C:33]4[CH:34]=[CH:35][C:30]([CH:28]=[CH2:29])=[CH:31][CH:32]=4)(=[O:38])=[O:37])[C:10]3=[O:27])[CH2:20][CH2:19]2)=[CH:26][CH:25]=1. Procedure: Similarly to Example 86 and using (3S)-3-(tert-butoxycarbonylamino)-1-[1-(4-pyridyl)-4-piperidinylamino]-2-pyrrolidone (220 mg) and 4-vinylbenzenesulfonyl chloride (105 mg), the title compound (179 mg) was obtained as a colorless amorphous material. Starting materials: CCCN1CCCC1C(=O)OCc1ccccc1, CO. Product: CCCN1CCCC1C(=O)O. As a reaction SMILES: [CH2:1]([c:2]1[cH:3][cH:4][cH:5][cH:6][cH:7]1)[O:8][C:9](=[O:10])[CH:11]1[N:12]([CH2:16][CH2:17][CH3:18])[CH2:13][CH2:14][CH2:15]1.[CH3:19][OH:20]>>[O:8]=[C:9]([OH:10])[CH:11]1[N:12]([CH2:16][CH2:17][CH3:18])[CH2:13][CH2:14][CH2:15]1. Reactants: C(C)(C)N(C(C)C)CC (N,N-diisopropylethylamine), C(=O)(OCC1=CC=CC=C1)N1CC(CC1)(CCOS(=O)(=O)C)C1=CC=CC=C1 (1-carbobenzyloxy-3-phenyl-3-(2-methanesulfonyloxyethyl)pyrrolidine), I.C(C)OCCN1C(=NC2=C1C=CC=C2)N2CCNCCC2 (4-(1-(2-ethoxyethyl)-1H-benzimidazol-2-yl)[1,4]diazepane hydriodic acid salt). The solvent is C(C)#N (acetonitrile). Reaction conditions: time 18 hour. The product is N (ammonia), C(=O)(OCC1=CC=CC=C1)N1CC(CC1)(C1=CC=CC=C1)CCN1CCN(CCC1)C1=NC2=C(N1CCOCC)C=CC=C2 (1-carbobenzyloxy-3-(2-(4-(1-(2-ethoxyethyl)-1H-benzimidazol-2-yl)[1,4]diazepan-1-yl)ethyl)-3-phenylpyrrolidine). The yield is 1.0%. As a reaction SMILES: [C:1]([N:11]1[CH2:15][CH2:14][C:13]([C:23]2[CH:28]=[CH:27][CH:26]=[CH:25][CH:24]=2)([CH2:16][CH2:17]OS(C)(=O)=O)[CH2:12]1)([O:3][CH2:4][C:5]1[CH:10]=[CH:9][CH:8]=[CH:7][CH:6]=1)=[O:2].I.[CH2:30]([O:32][CH2:33][CH2:34][N:35]1[C:39]2[CH:40]=[CH:41][CH:42]=[CH:43][C:38]=2[N:37]=[C:36]1[N:44]1[CH2:50][CH2:49][CH2:48][NH:47][CH2:46][CH2:45]1)[CH3:31].C(N(CC)C(C)C)(C)C>C(#N)C>[NH3:11].[C:1]([N:11]1[CH2:15][CH2:14][C:13]([CH2:16][CH2:17][N:47]2[CH2:48][CH2:49][CH2:50][N:44]([C:36]3[N:35]([CH2:34][CH2:33][O:32][CH2:30][CH3:31])[C:39]4[CH:40]=[CH:41][CH:42]=[CH:43][C:38]=4[N:37]=3)[CH2:45][CH2:46]2)([C:23]2[CH:28]=[CH:27][CH:26]=[CH:25][CH:24]=2)[CH2:12]1)([O:3][CH2:4][C:5]1[CH:6]=[CH:7][CH:8]=[CH:9][CH:10]=1)=[O:2] |f:1.2|. Procedure details: Combine 1-carbobenzyloxy-3-phenyl-3-(2-methanesulfonyloxyethyl)pyrrolidine (10.2 g, 25.3 mmol), (1.34 g, 2.5 mmol), 4-(1-(2-ethoxyethyl)-1H-benzimidazol-2-yl)[1,4]diazepane hydriodic acid salt (16.5 g, 30.4 mmol), and N,N-diisopropylethylamine (18 mL, 101 mmol) in acetonitrile (300 mL). Heat to reflux. After 18 hours, evaporate in vacuo to give a residue. Chromatograph the residue on silica gel eluting with 1/6 containing 1% concentrated aqueous ammonia to give 1-carbobenzyloxy-3-(2-(4-(1-(2-eth...